From a dataset of the Open Reaction Database (ORD), a public repository of structured organic reaction records. describe an organic reaction: reactants, conditions, products, and yield Reaction SMILES: [CH3:1][O:2][C:3]1[CH:4]=[C:5]2[C:10](=[CH:11][CH:12]=1)[CH2:9][CH:8]([C@H:13]1[C@:17]([CH3:22])([CH2:18][C:19]([OH:21])=[O:20])[C@@H:16]([OH:23])[CH2:15][CH2:14]1)[CH2:7][CH2:6]2.[CH3:24]OC(OC)(C)C.O.C1(C)C=CC(S(O)(=O)=O)=CC=1>CO>[CH3:1][O:2][C:3]1[CH:4]=[C:5]2[C:10](=[CH:11][CH:12]=1)[CH2:9][CH:8]([C@H:13]1[C@:17]([CH3:22])([CH2:18][C:19]([O:21][CH3:24])=[O:20])[C@@H:16]([OH:23])[CH2:15][CH2:14]1)[CH2:7][CH2:6]2 |f:2.3|. The solvent is CO (methanol). Starting materials: COC=1C=C2CCC(CC2=CC1)[C@@H]1CC[C@@H]([C@]1(CC(=O)O)C)O ((1S,2S,5S)-5-(1,2,3,4-tetrahydro-6-methoxy-2-naphthyl)-2-hydroxy-1-methylcyclo-pentaneacetic acid), COC(C)(C)OC (2,2-dimethoxypropane), O.C1(=CC=C(C=C1)S(=O)(=O)O)C (p-toluenesulfonic acid monohydrate). Product: COC=1C=C2CCC(CC2=CC1)[C@@H]1CC[C@@H]([C@]1(CC(=O)OC)C)O (methyl (1S,2S,5S)-5-(1,2,3,4-tetrahydro-6-methoxy-2-naphthyl)-2-hydroxy-1-methylcyclopentaneacetate). Procedure: A solution of 2.19 g of (1S,2S,5S)-5-(1,2,3,4-tetrahydro-6-methoxy-2-naphthyl)-2-hydroxy-1-methylcyclo-pentaneacetic acid and 5 ml of 2,2-dimethoxypropane in 40 ml of methanol containing 0.05 g of p-toluenesulfonic acid monohydrate is refluxed for 18 hours. The resultant solution is partitioned between aqueous 5% sodium bicarbonate and ether. The ether phase is separated, dried over magnesium sulfate, and stripped of solvent by vacuum distillation. The residue is crystallized from a mixture of a... Reactants: BrC=1C=C2C(=CC=NC2=CC1)N1CCN(CCC1)C(=O)OC(C)(C)C (tert-butyl 4-(6-bromoquinolin-4-yl)-1,4-diazepane-1-carboxylate), C(C)(C)C1=CC=C(C=C1)S (4-isopropylbenzenethiol). The product is C(C)(C)(C)OC(=O)N1CCN(CCC1)C1=C2C=C(C=NC2=CC=C1)SC1=CC=C(C=C1)C(C)C (tert-Butyl-4{3-[(4-isopropylphenyl)thio]quinolin-5-yl}-1,4-diazepane-1-carboxylate). RXN SMILES: Br[C:2]1[CH:3]=[C:4]2[C:9](=[CH:10][CH:11]=1)[N:8]=[CH:7][CH:6]=[C:5]2[N:12]1[CH2:18][CH2:17][CH2:16][N:15]([C:19]([O:21][C:22]([CH3:25])([CH3:24])[CH3:23])=[O:20])[CH2:14][CH2:13]1.[CH:26]([C:29]1[CH:34]=[CH:33][C:32]([SH:35])=[CH:31][CH:30]=1)([CH3:28])[CH3:27]>>[C:22]([O:21][C:19]([N:15]1[CH2:16][CH2:17][CH2:18][N:12]([C:5]2[CH:4]=[CH:3][CH:2]=[C:7]3[C:6]=2[CH:11]=[C:10]([S:35][C:32]2[CH:33]=[CH:34][C:29]([CH:26]([CH3:28])[CH3:27])=[CH:30][CH:31]=2)[CH:9]=[N:8]3)[CH2:13][CH2:14]1)=[O:20])([CH3:24])([CH3:23])[CH3:25]. Reported procedure: The compound was prepared from tert-butyl 4-(6-bromoquinolin-4-yl)-1,4-diazepane-1-carboxylate (0.5 g, 1.23 mmol) and 4-isopropylbenzenethiol (0.19 g, 1.23 mmol). Yield: 0.27 g (46%) of the title compound that was used in the next step without further purification. HPLC 89%, RT: 3.67 min (5-99% MeCN containing 0.1% TFA over 3 min); MS (ESI+) for C28H35N3O2S m/z 478.2 (M+H)+.